describe an organic reaction: reactants, conditions, products, and yield From a dataset of the Open Reaction Database (ORD), a public repository of structured organic reaction records. Starting materials: [Cl-].C(C)[Al+]CC (diethylaluminum chloride), C(Cl)Cl (methylene chloride), CS(=O)(=O)O[C@@H](C)C(CCCCCCCC)(O)CCCCCCCC ((S)-2-methanesulfonyloxy-3-octyl-3-undecanol), resultant suspension. The reagents and catalysts are P(O)(O)(O)=O (phosphoric acid). The solvent is C(C)(=O)OCC (ethyl acetate). Run at temperature 0 celsius. Yields the product C[C@H](C(CCCCCCCC)=O)CCCCCCCC ((S)-10-methyl-9-octadecanone). The yield is 90.0%. As a reaction SMILES: [Cl-].C([Al+][CH2:5][CH3:6])C.[CH2:7](Cl)Cl.CS(O[C@H]([C:17]([CH2:27][CH2:28][CH2:29][CH2:30][CH2:31][CH2:32][CH2:33]C)([OH:26])[CH2:18][CH2:19][CH2:20][CH2:21][CH2:22][CH2:23][CH2:24][CH3:25])C)(=O)=O>P(=O)(O)(O)O.C(OCC)(=O)C>[CH3:7][C@@H:27]([CH2:28][CH2:29][CH2:30][CH2:31][CH2:32][CH2:33][CH2:5][CH3:6])[C:17](=[O:26])[CH2:18][CH2:19][CH2:20][CH2:21][CH2:22][CH2:23][CH2:24][CH3:25] |f:0.1|. Procedure: After 0.63 ml (0.63 mmol) of diethylaluminum chloride (hexane 1M solution) were added to a dried methylene chloride (3 ml) solution of 89.7 mg (0.24 mmol) of (S)-2-methanesulfonyloxy-3-octyl-3-undecanol (unrefined) at -78° C. under stirring, and stirred for two and a half hours at -78° C., the temperature was raised to 0° C. over an hour and a half. The reaction was stopped with three drops of phosphoric acid buffer solution (pH 7). The resultant suspension was diluted with ethyl acetate, dried ... Reactants: COC(=O)c1cccc(CN)c1C(=O)OC, Cl, N#CO[K], O. Product: COC(=O)c1cccc(CNC(N)=O)c1C(=O)OC. Reaction SMILES: [CH3:6][O:7][C:8]([c:9]1[c:10]([C:11](=[O:12])[O:13][CH3:14])[c:15]([CH2:19][NH2:20])[cH:16][cH:17][cH:18]1)=[O:21].[ClH:5].[K:1][O:2][C:3]#[N:4].[OH2:22]>>[O:2]=[C:3]([NH2:4])[NH:20][CH2:19][c:15]1[c:10]([C:11](=[O:12])[O:13][CH3:14])[c:9]([C:8]([O:7][CH3:6])=[O:21])[cH:18][cH:17][cH:16]1.